This data is from the Open Reaction Database (ORD), a public repository of structured organic reaction records. The task is: describe an organic reaction: reactants, conditions, products, and yield Reactants: C(C)(C)NC(C)C (diisopropylamine), C(CCC)[Li] (n-butyllithium), CC=1C=NC=CC1 (3-methylpyridine), C(C1CO1)OC1=CC=CC=C1 (phenyl glycidyl ether). The solvent is O (water), O1CCCC1 (tetrahydrofuran), O1CCCC1 (tetrahydrofuran), O1CCCC1 (tetrahydrofuran). Conditions: time 30 minute. The product is C1(=CC=CC=C1)OCC(CCC=1C=NC=CC1)O (1-O-phenyl-4-(3-pyridyl)-1,2-butanediol). The yield is 78.5%. RXN SMILES: C(NC(C)C)(C)C.C([Li])CCC.[CH3:13][C:14]1[CH:15]=[N:16][CH:17]=[CH:18][CH:19]=1.[CH2:20]([O:24][C:25]1[CH:30]=[CH:29][CH:28]=[CH:27][CH:26]=1)[CH:21]1[O:23][CH2:22]1>O1CCCC1.O>[C:25]1([O:24][CH2:20][CH:21]([OH:23])[CH2:22][CH2:13][C:14]2[CH:15]=[N:16][CH:17]=[CH:18][CH:19]=2)[CH:30]=[CH:29][CH:28]=[CH:27][CH:26]=1. Procedure details: Under argon gas, a solution of diisopropylamine (1.67 g, 16.5 mmol) in tetrahydrofuran (5 mL) was added dropwise to n-butyllithium (1.53 M in hexane, 9.8 mL, 15 mmol) at 5° C. and the mixture was stirred for 30 minutes. To this was further added a solution of 3-methylpyridine (2.794 g, 30 mmol) in tetrahydrofuran (5 mL) dropwise at 5° C., and the mixture was stirred for 30 minutes. Then, a solution of phenyl glycidyl ether (1.50 g, 10 mmol) in tetrahydrofuran (5 mL) was added at 5° C. and the re... Reactants: N1C(CC2=CC=CC=C12)=O (Oxindole), ClC1=C2C=NNC2=CC(=C1)C=O (4-chloro-1H-indazole-6-carbaldehyde). The product is ClC1=C2C=NNC2=CC(=C1)\C=C/1\C(NC2=CC=CC=C12)=O ((E)-3-((4-chloro-1H-indazol-6-yl)methylene)indolin-2-one). Isolated yield 16.9%. Reaction SMILES: [NH:1]1[C:9]2[C:4](=[CH:5][CH:6]=[CH:7][CH:8]=2)[CH2:3][C:2]1=[O:10].[Cl:11][C:12]1[CH:20]=[C:19]([CH:21]=O)[CH:18]=[C:17]2[C:13]=1[CH:14]=[N:15][NH:16]2>>[Cl:11][C:12]1[CH:20]=[C:19](/[CH:21]=[C:3]2/[C:2](=[O:10])[NH:1][C:9]3[C:4]/2=[CH:5][CH:6]=[CH:7][CH:8]=3)[CH:18]=[C:17]2[C:13]=1[CH:14]=[N:15][NH:16]2. Procedure: The compound was synthesized according to the method described for Example A1. Oxindole (8 mg, 0.06 mmol) was reacted with 4-chloro-1H-indazole-6-carbaldehyde (11 mg, 0.06 mmol) to give the title compound as an orange solid (3 mg, 13%). 1H NMR (400 MHz, CD3OD) δ 8.21 (s, 1H), 7.87 (s, 1H), 7.82 (s, 1H), 7.59 (d, 1H, J=7.8 Hz), 7.48 (s, 1H), 7.28 (t, 1H, J=7.9 Hz), 6.95 (d, 1H, J=7.7 Hz), 6.90 (t, 1H, J=8.2 Hz); MS ESI [M+H]+, calcd for [C16H10ClN3O+H]+ 296.1; found m/z 296.1.